This data is from the Open Reaction Database (ORD), a public repository of structured organic reaction records. The task is: describe an organic reaction: reactants, conditions, products, and yield Reactants: NC1=C(C(=O)OC)C=CC(=C1)C(=O)OC (Dimethyl aminoterephthalate), Formula 3, Cl (HCl). Reagents/catalysts: [Br-].C(CCCCCCCCCCCCCCC)[N+](C)(C)C (cetyltrimethyl ammonium bromide). Run in [OH-].[Na+] (NaOH). Run at time 2 hour. Product: NC1=C(C(=O)O)C=CC(=C1)C(=O)O (AMINOTEREPHTALIC ACID). Yield: 89.0%. Reaction SMILES: [NH2:1][C:2]1[CH:11]=[C:10]([C:12]([O:14]C)=[O:13])[CH:9]=[CH:8][C:3]=1[C:4]([O:6]C)=[O:5].Cl>[Br-].C([N+](C)(C)C)CCCCCCCCCCCCCCC.[OH-].[Na+]>[NH2:1][C:2]1[CH:11]=[C:10]([C:12]([OH:14])=[O:13])[CH:9]=[CH:8][C:3]=1[C:4]([OH:6])=[O:5] |f:2.3,4.5|. Procedure: A representative preparation was done as follows: Dimethyl aminoterephthalate (5 g), cetyltrimethyl ammonium bromide catalyst (0.05 g) and aqueous NaOH solution (5%, 300 ml) were taken in a 500 ml round bottom flask, and heated to and held at about 60° C. for about 2 hours. The mixture was then cooled to about 15°-20° C., and acidified with concentrated HCl when the acid of Formula 3 separated as yellow crystals. This was filtered, washed with ice cold water, and dried (yield: 89%). Starting materials: ClC1=CC(=C(C2=C1N=C(S2)C)[N+](=O)[O-])F (4-chloro-6-fluoro-2-methyl-7-nitrobenzothiazole), C(C)(=O)OCC (ethyl acetate). The reagents and catalysts are [Fe] (iron). Solvent: O (water), Cl (hydrochloric acid). Conditions: temperature 80 celsius. Yields the product NC1=C(C=C(C=2N=C(SC21)C)Cl)F (7-Amino-4-chloro-6-fluoro-2-methylbenzothiazole). As a reaction SMILES: [Cl:1][C:2]1[C:7]2[N:8]=[C:9]([CH3:11])[S:10][C:6]=2[C:5]([N+:12]([O-])=O)=[C:4]([F:15])[CH:3]=1.C(OCC)(=O)C>O.Cl.[Fe]>[NH2:12][C:5]1[C:6]2[S:10][C:9]([CH3:11])=[N:8][C:7]=2[C:2]([Cl:1])=[CH:3][C:4]=1[F:15]. Procedure details: 6 g of iron powder were added to a suspension of 8 g (32 mmol) of 4-chloro-6-fluoro-2-methyl-7-nitrobenzothiazole in 100 ml of water and 9 ml of concentrated hydrochloric acid, which suspension had been heated to 80° C., after which the mixture was refluxed for 3 hours. 200 ml of ethyl acetate were then added to the reaction mixture. The solid was filtered off. The remaining organic phase was washed with water, dried over magnesium sulfate and finally evaporated down. Yield: 4.5 g. The reactants are C([O-])([O-])=O.[K+].[K+] (potassium carbonate), C1(CCC1)C(=O)O (cyclobutanecarboxylic acid), O.ON1N=NC2=C1C=CC=C2 (1-hydroxybenzotriazole hydrate), Cl.CN(CCCN=C=NCC)C (1-(3-dimethylaminopropyl)-3-ethylcarbodiimide hydrochloride), Cl.Cl.Cl.NCC1=CC=CC(=N1)C=1N=C(SC1)N=C(N)N (4-(6-aminomethylpyridin-2-yl)-2-(diaminomethyleneamino)thiazole trihydrochloride). Run in CN(C=O)C (N,N-dimethylformamide), CN(C=O)C (N,N-dimethylformamide), C(C)N(CC)CC (triethylamine), O (water), O1CCCC1.C(C)(=O)OCC (ethyl acetate tetrahydrofuran). Conditions: time 1 hour. The product is C1(CCC1)C(=O)NCC1=CC=CC(=N1)C=1N=C(SC1)N=C(N)N (4-(6-cyclobutanecarbonylaminomethylpyridin-2-yl)-2-(diaminomethyleneamino)thiazole). RXN SMILES: [CH:1]1([C:5]([OH:7])=O)[CH2:4][CH2:3][CH2:2]1.O.ON1C2C=CC=CC=2N=N1.Cl.CN(C)CCCN=C=NCC.Cl.Cl.Cl.[NH2:34][CH2:35][C:36]1[N:41]=[C:40]([C:42]2[N:43]=[C:44]([N:47]=[C:48]([NH2:50])[NH2:49])[S:45][CH:46]=2)[CH:39]=[CH:38][CH:37]=1.C(=O)([O-])[O-].[K+].[K+]>CN(C)C=O.O.O1CCCC1.C(OCC)(=O)C.C(N(CC)CC)C>[CH:1]1([C:5]([NH:34][CH2:35][C:36]2[N:41]=[C:40]([C:42]3[N:43]=[C:44]([N:47]=[C:48]([NH2:50])[NH2:49])[S:45][CH:46]=3)[CH:39]=[CH:38][CH:37]=2)=[O:7])[CH2:2][CH2:3][CH2:4]1 |f:1.2,3.4,5.6.7.8,9.10.11,14.15|. Procedure details: A mixture of cyclobutanecarboxylic acid (0.5 ml), 1-hydroxybenzotriazole hydrate (0.8 g) and 1-(3-dimethylaminopropyl)-3-ethylcarbodiimide hydrochloride (1.0 g) in N,N-dimethylformamide (5 ml) was stirred for 1 hour at ambient temperature. The above mixture was added to a mixture of 4-(6-aminomethylpyridin-2-yl)-2-(diaminomethyleneamino)thiazole trihydrochloride (1.5 g) and triethylamine (1.8 ml) in N,N-dimethylformamide (15 ml) and the mixture was sitrred for 20 hours at ambient temperature. Th... Starting materials: FC1=CC=C(C=C1)S(=O)(=O)N[C@@H](C(=O)O)CC1=CC=C(C=C1)O ((R)-2-(4-fluorophenylsulfonamido)-3-(4-hydroxyphenyl)propanoic acid), C(C)(C)(C)OC([C@@H](N)CC1=CC=C(C=C1)O)=O ((S)-tyrosine tert-butyl ester). Product: FC1=CC=C(C=C1)S(=O)(=O)N[C@H](C(=O)O)CC1=CC=C(C=C1)O ((S)-2-(4-fluorophenylsulfonamido)-3-(4-hydroxyphenyl)propanoic acid). RXN SMILES: [F:1][C:2]1[CH:7]=[CH:6][C:5]([S:8]([NH:11][C@H:12]([CH2:16][C:17]2[CH:22]=[CH:21][C:20]([OH:23])=[CH:19][CH:18]=2)[C:13]([OH:15])=[O:14])(=[O:10])=[O:9])=[CH:4][CH:3]=1.C(OC(=O)[C@H](CC1C=CC(O)=CC=1)N)(C)(C)C>>[F:1][C:2]1[CH:7]=[CH:6][C:5]([S:8]([NH:11][C@@H:12]([CH2:16][C:17]2[CH:18]=[CH:19][C:20]([OH:23])=[CH:21][CH:22]=2)[C:13]([OH:15])=[O:14])(=[O:9])=[O:10])=[CH:4][CH:3]=1. Procedure: Following 19a synthetic method, using B2 (118.65 mg, 0.5 mmol) instead of A2 gave 19b as a colorless oil; (96.03 mg, 56.6%). [α]D25: −13.7 (c=0.23, CHCl3); 1H-NMR (300 MHz, CDCl3): δ 7.78-7.71 (m, 2H), 7.26-7.17 (m, 7H), 6.92 (d, J=9 Hz, 1H), 4.25-4.13 (m, 1H), 3.15-2.90 (m, 2H); 13C NMR (300 MHz, acetone-d6): δ 171.56, 166.28, 162.95, 137.52, 136.53, 129.74, 129.62, 129.39, 128.24, 126.68, 115.94, 115.63, 57.31, 38.48; HRMS (ESI): calcd for: C15H14FNO4S [M+Na]+=346.0520, obsd [M+Na]+=346.0523. Reactants: CCO, COc1cc(OC2CNC2)ccc1CN1CCOCC1, CCOC(=O)c1nnc(-c2ccccc2)o1. Yields the product COc1cc(OC2CN(C(=O)c3nnc(-c4ccccc4)o3)C2)ccc1CN1CCOCC1. As a reaction SMILES: [CH3:37][CH2:38][OH:39].[NH:1]1[CH2:2][CH:3]([O:5][c:6]2[cH:7][c:8]([O:19][CH3:20])[c:9]([CH2:10][N:11]3[CH2:12][CH2:13][O:14][CH2:15][CH2:16]3)[cH:17][cH:18]2)[CH2:4]1.[c:21]1(-[c:27]2[n:28][n:29][c:30]([C:32](=[O:33])[O:34][CH2:35][CH3:36])[o:31]2)[cH:22][cH:23][cH:24][cH:25][cH:26]1>>[N:1]1([C:32]([c:30]2[n:29][n:28][c:27](-[c:21]3[cH:22][cH:23][cH:24][cH:25][cH:26]3)[o:31]2)=[O:33])[CH2:2][CH:3]([O:5][c:6]2[cH:7][c:8]([O:19][CH3:20])[c:9]([CH2:10][N:11]3[CH2:12][CH2:13][O:14][CH2:15][CH2:16]3)[cH:17][cH:18]2)[CH2:4]1. Reactants: CCOC(=O)CCn1ccc2c(-c3noc(-c4ccc(OC(C)C)c(C#N)c4)n3)cccc21, CCO, [Na+], [OH-], O. Product: CC(C)Oc1ccc(-c2nc(-c3cccc4c3ccn4CCC(=O)[O-])no2)cc1C#N, [Na+]. As a reaction SMILES: [C:1](#[N:2])[c:3]1[cH:4][c:5](-[c:13]2[n:14][c:15](-[c:18]3[c:19]4[cH:20][cH:21][n:22]([CH2:27][CH2:28][C:29](=[O:30])[O:31][CH2:32][CH3:33])[c:23]4[cH:24][cH:25][cH:26]3)[n:16][o:17]2)[cH:6][cH:7][c:8]1[O:9][CH:10]([CH3:11])[CH3:12].[CH3:37][CH2:38][OH:39].[Na+:35].[OH-:34].[OH2:36]>>[C:1](#[N:2])[c:3]1[cH:4][c:5](-[c:13]2[n:14][c:15](-[c:18]3[c:19]4[cH:20][cH:21][n:22]([CH2:27][CH2:28][C:29](=[O:30])[O-:31])[c:23]4[cH:24][cH:25][cH:26]3)[n:16][o:17]2)[cH:6][cH:7][c:8]1[O:9][CH:10]([CH3:11])[CH3:12].[Na+:35]. Reactants: O=C1CCC(=O)N1Br, Cc1cc(Br)cc(O[Si](C)(C)C(C)(C)C)c1, O=C(OOC(=O)c1ccccc1)c1ccccc1, ClCCl. The product is CC(C)(C)[Si](C)(C)Oc1cc(Br)cc(CBr)c1. Reaction SMILES: [Br:17][N:18]1[C:19](=[O:20])[CH2:21][CH2:22][C:23]1=[O:24].[Br:1][c:2]1[cH:3][c:4]([O:5][Si:6]([CH3:7])([CH3:8])[C:9]([CH3:10])([CH3:11])[CH3:12])[cH:13][c:14]([CH3:16])[cH:15]1.[C:25]([O:26][O:27][C:28](=[O:29])[c:30]1[cH:31][cH:32][cH:33][cH:34][cH:35]1)(=[O:36])[c:37]1[cH:38][cH:39][cH:40][cH:41][cH:42]1.[Cl:43][CH2:44][Cl:45]>>[Br:1][c:2]1[cH:3][c:4]([O:5][Si:6]([CH3:7])([CH3:8])[C:9]([CH3:10])([CH3:11])[CH3:12])[cH:13][c:14]([CH2:16][Br:17])[cH:15]1.